This data is from the Open Reaction Database (ORD), a public repository of structured organic reaction records. The task is: describe an organic reaction: reactants, conditions, products, and yield Reactants: CCCCCCCC(=O)C([NH3+])(C(=O)CCCCCCC)C(=O)CCCCCCC, CN(C)CCOc1ccc(-n2ccn(-c3ccc(O)cc3)c2=O)cc1, Cc1ccccc1, [Cl-], [K+], O=[N+]([O-])c1ccccc1F, [OH-]. Yields the product CN(C)CCOc1ccc(-n2ccn(-c3ccc(Oc4ccccc4[N+](=O)[O-])cc3)c2=O)cc1. RXN SMILES: [C:37]([C:38]([NH3+:39])([C:40](=[O:41])[CH2:42][CH2:43][CH2:44][CH2:45][CH2:46][CH2:47][CH3:48])[C:49](=[O:50])[CH2:51][CH2:52][CH2:53][CH2:54][CH2:55][CH2:56][CH3:57])(=[O:58])[CH2:59][CH2:60][CH2:61][CH2:62][CH2:63][CH2:64][CH3:65].[CH3:11][N:12]([CH2:13][CH2:14][O:15][c:16]1[cH:17][cH:18][c:19](-[n:22]2[c:23](=[O:34])[n:24](-[c:27]3[cH:28][cH:29][c:30]([OH:33])[cH:31][cH:32]3)[cH:25][cH:26]2)[cH:20][cH:21]1)[CH3:35].[CH3:68][c:69]1[cH:70][cH:71][cH:72][cH:73][cH:74]1.[Cl-:36].[K+:67].[N+:1](=[O:2])([O-:3])[c:4]1[c:5]([F:10])[cH:6][cH:7][cH:8][cH:9]1.[OH-:66]>>[N+:1](=[O:2])([O-:3])[c:4]1[c:5]([O:33][c:30]2[cH:29][cH:28][c:27](-[n:24]3[c:23](=[O:34])[n:22](-[c:19]4[cH:18][cH:17][c:16]([O:15][CH2:14][CH2:13][N:12]([CH3:11])[CH3:35])[cH:21][cH:20]4)[cH:26][cH:25]3)[cH:32][cH:31]2)[cH:6][cH:7][cH:8][cH:9]1. The reactants are N#N (N2), C(C)P(C1=CC=CC=C1)CC (diethylphenyl phosphine), [N-](S(=O)(=O)C(F)(F)F)S(=O)(=O)C(F)(F)F (trifluoromethanesulfonimide), C(OC)(OC)=O (dimethyl carbonate). The solvent is CO (methanol). Reaction conditions: temperature 15 celsius. Yields the product FC(S(=O)(=O)[N-]S(=O)(=O)C(F)(F)F)(F)F.C(C)[P+](C1=CC=CC=C1)(C)CC (diethyl methyl phenyl phosphonium bis(trifluoromethanesulfonyl)amide). Yield: 91.6%. As a reaction SMILES: N#N.[CH2:3]([P:5]([CH2:12][CH3:13])[C:6]1[CH:11]=[CH:10][CH:9]=[CH:8][CH:7]=1)[CH3:4].[N-:14]([S:22]([C:25]([F:28])([F:27])[F:26])(=[O:24])=[O:23])[S:15]([C:18]([F:21])([F:20])[F:19])(=[O:17])=[O:16].[C:29](=O)(OC)OC>CO>[F:28][C:25]([F:26])([F:27])[S:22]([N-:14][S:15]([C:18]([F:19])([F:20])[F:21])(=[O:16])=[O:17])(=[O:23])=[O:24].[CH2:12]([P+:5]([CH2:3][CH3:4])([CH3:29])[C:6]1[CH:11]=[CH:10][CH:9]=[CH:8][CH:7]=1)[CH3:13] |f:5.6|. Procedure details: In a reactor wherein air was replaced by N2, 200.0 g of (1.2 mol) diethylphenyl phosphine and 400 mL of methanol were added and cooled to 15° C. by a ice-bath. 338.6 g (1.2 mol) of trifluoromethanesulfonimide was then added dropwise under strong stirring, and 202.0 g (2.2 mol) of dimethyl carbonate was also added after the reaction was complete. The reaction mixture was transferred to an autoclave, wherein air was removed prior to heating. After 2 hours of reaction at temperature of 180° C. and ...